This data is from the Open Reaction Database (ORD), a public repository of structured organic reaction records. The task is: describe an organic reaction: reactants, conditions, products, and yield The reactants are CON(C)C(=O)C1CC1c1ccccc1Cl, CO, [Na+], [OH-], O. Product: O=C(O)C1CC1c1ccccc1Cl. RXN SMILES: [CH3:1][O:2][N:3]([C:4](=[O:5])[CH:6]1[CH:7]([c:9]2[c:10]([Cl:15])[cH:11][cH:12][cH:13][cH:14]2)[CH2:8]1)[CH3:16].[CH3:20][OH:21].[Na+:19].[OH-:18].[OH2:17]>>[C:4](=[O:5])([CH:6]1[CH:7]([c:9]2[c:10]([Cl:15])[cH:11][cH:12][cH:13][cH:14]2)[CH2:8]1)[OH:17]. The reactants are O=Cc1ccccc1OC(F)(F)F, O=[N+]([O-])O, O=S(=O)(O)O. Yields the product O=Cc1cc([N+](=O)[O-])ccc1OC(F)(F)F. Reaction SMILES: [F:10][C:11]([O:12][c:13]1[c:14]([CH:15]=[O:16])[cH:17][cH:18][cH:19][cH:20]1)([F:21])[F:22].[OH:6][N+:7]([O-:8])=[O:9].[S:1](=[O:2])(=[O:3])([OH:4])[OH:5]>>[O-:6][N+:7](=[O:9])[c:18]1[cH:17][c:14]([CH:15]=[O:16])[c:13]([O:12][C:11]([F:10])([F:21])[F:22])[cH:20][cH:19]1. Starting materials: C(CCC)C1=NC2=C(N1CC1=CC=C(C=C1)C=1C(=CC=CC1)C(=O)OC(C)(C)C)C=CC=C2C#N (tert.butyl 4'-[(2-n-butyl-4-cyano-benzimidazol-1-yl)-methyl]biphenyl-2-carboxylate), FC(C(=O)O)(F)F (trifluoroacetic acid). Run in C(Cl)Cl (methylene chloride). Yields the product C(CCC)C1=NC2=C(N1CC1=CC=C(C=C1)C=1C(=CC=CC1)C(=O)O)C=CC=C2C#N (4'-[(2-n-Butyl-4-cyano-benzimidazol-1-yl)-methyl]biphenyl-2-carboxylic acid). Reaction SMILES: [CH2:1]([C:5]1[N:9]([CH2:10][C:11]2[CH:16]=[CH:15][C:14]([C:17]3[C:18]([C:23]([O:25]C(C)(C)C)=[O:24])=[CH:19][CH:20]=[CH:21][CH:22]=3)=[CH:13][CH:12]=2)[C:8]2[CH:30]=[CH:31][CH:32]=[C:33]([C:34]#[N:35])[C:7]=2[N:6]=1)[CH2:2][CH2:3][CH3:4].FC(F)(F)C(O)=O>C(Cl)Cl>[CH2:1]([C:5]1[N:9]([CH2:10][C:11]2[CH:12]=[CH:13][C:14]([C:17]3[C:18]([C:23]([OH:25])=[O:24])=[CH:19][CH:20]=[CH:21][CH:22]=3)=[CH:15][CH:16]=2)[C:8]2[CH:30]=[CH:31][CH:32]=[C:33]([C:34]#[N:35])[C:7]=2[N:6]=1)[CH2:2][CH2:3][CH3:4]. Procedure details: Prepared in analogous manner to Example 9 from tert.butyl 4'-[(2-n-butyl-4-cyano-benzimidazol-1-yl)-methyl]biphenyl-2-carboxylate and trifluoroacetic acid in methylene chloride. The reactants are N1=CC=CC=C1 (Pyridine), C(=O)(O)CC1=C(C(=O)O)C=CC(=C1)OC (2-carboxymethyl-4-methoxy-benzoic acid), CCOCC (ether). Run in C(C)(=O)OC(C)=O (acetic anhydride). Conditions: time 16 hour. Yields the product C(C)(=O)C1C(OC(C2=CC=C(C=C12)OC)=O)=O (4-acetyl-6-methoxy-isochroman-1,3-dione). Reaction SMILES: N1C=CC=CC=1.[C:7]([CH2:10][C:11]1[CH:19]=[C:18]([O:20][CH3:21])[CH:17]=[CH:16][C:12]=1[C:13]([OH:15])=[O:14])([OH:9])=O.[CH3:22][CH2:23][O:24]CC>C(OC(=O)C)(=O)C>[C:23]([CH:10]1[C:11]2[C:12](=[CH:16][CH:17]=[C:18]([O:20][CH3:21])[CH:19]=2)[C:13](=[O:14])[O:15][C:7]1=[O:9])(=[O:24])[CH3:22]. Reported procedure: Pyridine (5.0 ml, 62 mmol) is added slowly to suspension of 2-carboxymethyl-4-methoxy-benzoic acid (10 g, 48 mmol) in acetic anhydride (80 ml) at 0° C. After stirring for 16 h, ether (100 ml) is added. The resulting solid is collected and dried to give 10 g of 4-acetyl-6-methoxy-isochroman-1,3-dione. Starting materials: O (water), C1(=CC=CC=C1)P(=O)(C1=CC=CC=C1)N=[N+]=[N-] (diphenylphosphoryl azide), N12CCCCCC2=NCCC1 (1,8-diazabicyclo[5.4.0]undec-7-ene), CC1=CC=C(O1)C(O)C1SCCC1 ((5-methylfuran-2-yl)-(tetrahydrothiophen-2-yl)methanol). Solvent: C1(=CC=CC=C1)C (toluene). Run at temperature 0 celsius, time 2 day. The product is N(=[N+]=[N-])C(C=1OC(=CC1)C)C1SCCC1 (2-[azido-(tetrahydrothiophen-2-yl)methyl]-5-methylfuran). The yield is 80.5%. Reaction SMILES: C1(P([N:15]=[N+:16]=[N-:17])(C2C=CC=CC=2)=O)C=CC=CC=1.N12CCCN=C1CCCCC2.[CH3:29][C:30]1[O:34][C:33]([CH:35]([CH:37]2[CH2:41][CH2:40][CH2:39][S:38]2)O)=[CH:32][CH:31]=1.O>C1(C)C=CC=CC=1>[N:15]([CH:35]([CH:37]1[CH2:41][CH2:40][CH2:39][S:38]1)[C:33]1[O:34][C:30]([CH3:29])=[CH:31][CH:32]=1)=[N+:16]=[N-:17]. Reported procedure: 39.3 ml (0.18 mol; 1.2 eq) of diphenylphosphoryl azide and then 27.3 ml (0.18 mol; 1.2 eq) of 1,8-diazabicyclo[5.4.0]undec-7-ene were added dropwise to a solution of 30.21 g (0.15 mol; 1.0 eq) of (5-methylfuran-2-yl)-(tetrahydrothiophen-2-yl)methanol in 350 ml of toluene cooled to 0° C. The mixture was allowed to return to ambient temperature gently and was then stirred for 2 days. The reaction medium was treated with water and extracted with ethyl acetate. The organic phases were combined, wash... Reactants: C(C)C1=CC=CC(=C1N)C (6-ethyl-2-methylaniline), C(C=O)(=O)O (Glyoxylic acid). Run in CO (methanol). Product: NC1=C(C=C(C=C1CC)C(C(=O)O)C1=CC(=C(C(=C1)CC)N)C)C (di(4-amino-5-ethyl-3-methylphenyl)acetic acid). RXN SMILES: [CH2:1]([C:3]1[C:8]([NH2:9])=[C:7]([CH3:10])[CH:6]=[CH:5][CH:4]=1)[CH3:2].[C:11]([OH:15])(=[O:14])[CH:12]=O>CO>[NH2:9][C:8]1[C:3]([CH2:1][CH3:2])=[CH:4][C:5]([CH:12]([C:5]2[CH:4]=[C:3]([CH2:1][CH3:2])[C:8]([NH2:9])=[C:7]([CH3:10])[CH:6]=2)[C:11]([OH:15])=[O:14])=[CH:6][C:7]=1[CH3:10]. Procedure: A mixture of 6-ethyl-2-methylaniline (30.0 parts) and methanol (100 parts) was stirred at ambient temperature. Glyoxylic acid 50% w/v (16.5 parts) was added and the mixture was stirred for 24 hours at ambient temperature. The precipitated product was isolated by filtration, washed with methanol (20 parts) and dried to yield di(4-amino-5-ethyl-3-methylphenyl)acetic acid (31.0 parts). Reactants: aqueous solution, S(=O)(=O)(O)[O-].[Na+] (sodium hydrogensulphate), aqueous solution, S(=O)(=O)(O)[O-].[Na+] (sodium hydrogensulphate), O (Water), [OH-].[Na+] (sodium hydroxide), N(=[N+]=[N-])CCCCCCCCCCC(=O)OC (methyl 11-azidoundecanoate), O (Water), [OH-].[Na+] (sodium hydroxide). The solvent is CO (methanol). Conditions: time 16 hour. Product: N(=[N+]=[N-])CCCCCCCCCCC(=O)O (11-azidoundecanoic acid). Isolated yield 77.8%. RXN SMILES: [OH-].[Na+].[N:3]([CH2:6][CH2:7][CH2:8][CH2:9][CH2:10][CH2:11][CH2:12][CH2:13][CH2:14][CH2:15][C:16]([O:18]C)=[O:17])=[N+:4]=[N-:5].O.S([O-])(O)(=O)=O.[Na+]>CO>[N:3]([CH2:6][CH2:7][CH2:8][CH2:9][CH2:10][CH2:11][CH2:12][CH2:13][CH2:14][CH2:15][C:16]([OH:18])=[O:17])=[N+:4]=[N-:5] |f:0.1,4.5|. Procedure details: Crunched sodium hydroxide (709 mg, 17.7 mmol) was added to a solution of methyl 11-azidoundecanoate (4.03 g, 17.7 mmol) in methanol (75 ml). The reaction mixture was stirred for 16 h at room temperature. Water (50 ml) was added. The mixture was acidified to pH 2 by addition of a 10% aqueous solution of sodium hydrogensulphate and was extracted with ethyl acetate (3×50 ml). The combined organic layers were dried over sodium sulphate. The solvent was removed in vacuo. The residue was dissolved in ... The reactants are ClC1=C(C=C(N)C=C1)C1=NC=CC=C1 (4-chloro-3-(pyridin-2-yl)aniline), ClC1=C(C(=O)O)C=CC(=C1)S(=O)(=O)CC (2-chloro-4-(ethylsulfonyl)benzoic acid). Product: ClC1=C(C(=O)NC2=CC(=C(C=C2)Cl)C2=NC=CC=C2)C=CC(=C1)S(=O)(=O)CC (2-chloro-N-(4-chloro-3-(pyridin-2-yl)phenyl)-4-(ethylsulfonyl)benzamide). Reaction SMILES: [Cl:1][C:2]1[CH:8]=[CH:7][C:5]([NH2:6])=[CH:4][C:3]=1[C:9]1[CH:14]=[CH:13][CH:12]=[CH:11][N:10]=1.[Cl:15][C:16]1[CH:24]=[C:23]([S:25]([CH2:28][CH3:29])(=[O:27])=[O:26])[CH:22]=[CH:21][C:17]=1[C:18](O)=[O:19]>>[Cl:15][C:16]1[CH:24]=[C:23]([S:25]([CH2:28][CH3:29])(=[O:27])=[O:26])[CH:22]=[CH:21][C:17]=1[C:18]([NH:6][C:5]1[CH:7]=[CH:8][C:2]([Cl:1])=[C:3]([C:9]2[CH:14]=[CH:13][CH:12]=[CH:11][N:10]=2)[CH:4]=1)=[O:19]. Procedure: 4 g of 2-chloro-4-fluorobenzonitrile was used in Procedure Q with ethanethiol to afford 2-chloro-4-(ethylthio)benzonitrile. 2 g of 2-chloro-4-(ethylthio)benzonitrile was reacted via Procedure T to give 2-chloro-4-(ethylthio)benzoic acid. 1.5 g of 2-chloro-4-(ethylthio)benzoic acid was reacted via Procedure R to yield 2-chloro-4-(ethylsulfonyl)benzoic acid. 75 mg of 4-chloro-3-(pyridin-2-yl)aniline was coupled to 2-chloro-4-(ethylsulfonyl)benzoic acid via Procedure G. The product was purified on ... Starting materials: C3, N1C=CC2=CC=CC=C12 (indole), C6, C8, C3, N[C@@H](CC1=CNC2=CC=CC=C12)C(=O)O (Trp), N1C=CC2=CC=CC=C12 (indole), C1, C5, C9, CO Aib, N1C=CC2=CC=CC=C12 (indole), N1C=CC2=CC=CC=C12 (indole), C2, N1C=CC2=CC=CC=C12 (indole), C8, CH2—CH2 indole, N[C@@H](CC1=CNC2=CC=CC=C12)C(=O)O (Trp), C7, C4, N1N=NC=C1 (triazole), N1C=CC2=CC=CC=C12 (indole), C4, CH2-CH2 indole, CH3 Aib, C7, C6, NC(C)(C)C(=O)O (Aib), N[C@@H](CC1=CNC2=CC=CC=C12)C(=O)O (Trp), N[C@@H](CC1=CNC2=CC=CC=C12)C(=O)O (Trp), C4, C3, N1C=CC2=CC=CC=C12 (indole), C6, N[C@@H](CC1=CNC2=CC=CC=C12)C(=O)O (Trp), CH3 Aib, N1C=CC2=CC=CC=C12 (indole), N[C@@H](CC1=CNC2=CC=CC=C12)C(=O)O (Trp), C5, C9, C5, N1N=NC=C1 (triazole), N[C@@H](CC1=CNC2=CC=CC=C12)C(=O)O (Trp), N[C@@H](CC1=CNC2=CC=CC=C12)C(=O)O (Trp), C2, C2. Product: N1C=C(C2=CC=CC=C12)CCN1C(=NN=C1CC1=CC=CC=C1)[C@@H](CC1=CNC2=CC=CC=C12)NC(C(C)(C)N)=O ((R)—N-(1-(4-(2-(1H-indol-3-yl)ethyl)-5-benzyl-4H-1,2,4-triazol-3-yl)-2-(1H-indol-3-yl)ethyl)-2-amino-2-methylpropanamide). RXN SMILES: [NH2:1][C:2]([C:5]([OH:7])=O)([CH3:4])[CH3:3].[NH2:8][C@H:9]([C:20](O)=O)[CH2:10][C:11]1[C:19]2[C:14](=[CH:15][CH:16]=[CH:17][CH:18]=2)[NH:13][CH:12]=1.[NH:23]1[C:31]2[C:26](=[CH:27][CH:28]=[CH:29][CH:30]=2)[CH:25]=[CH:24]1.N1[CH:36]=[CH:35][N:34]=[N:33]1>>[NH:23]1[C:31]2[C:26](=[CH:27][CH:28]=[CH:29][CH:30]=2)[C:25]([CH2:10][CH2:9][N:8]2[C:35]([CH2:36][C:14]3[CH:19]=[CH:18][CH:17]=[CH:16][CH:15]=3)=[N:34][N:33]=[C:20]2[C@H:9]([NH:8][C:5](=[O:7])[C:2]([NH2:1])([CH3:4])[CH3:3])[CH2:10][C:11]2[C:19]3[C:14](=[CH:15][CH:16]=[CH:17][CH:18]=3)[NH:13][CH:12]=2)=[CH:24]1. Procedure: δ (ppm) 23.5 (CH3 Aib), 23.7 (CH3 Aib), 29.6 (CH2 βTrp), 30.3 (CH2-benzyl and CH2-CH2-indole), 44.1 (CH2—CH2-indole), 46.1 (CH αTrp), 56.8 (Cq Aib), 109.8 (C3 Trp), 109.9 (C3 indole), 111.9 (C7 indole and C7 Trp), 118.3 (C4 Trp), 118.4 (C4 indole), 118.9 (C5 indole and C5 Trp), 121.3 (C6 Trp), 121.5 (C6 indole), 123.7 (C2 indole), 124.7 (C2 Trp), 127.0 (C9 indole), 127.2 (C2 and C6 benzyl), 127.4 (C9 Trp), 128.8 (C3 and C5 benzyl), 129.0 (C4 benzyl), 136.3 (C1 benzyl), 136.4 (C8 indole and C8 Tr...